From a dataset of the Open Reaction Database (ORD), a public repository of structured organic reaction records. describe an organic reaction: reactants, conditions, products, and yield RXN SMILES: [Br:1][c:2]1[cH:3][n:4][c:5]([I:8])[n:6][cH:7]1.[CH2:24]1[O:25][CH2:26][CH2:27][CH2:28]1.[CH2:9]([CH2:10][CH2:22][CH3:23])[Sn:11]([CH2:12][CH2:13][CH2:14][CH3:15])([CH2:16][CH2:17][CH2:18][CH3:19])[CH:20]=[CH2:21].[cH:29]1[cH:30][cH:31][c:32]([P:33]([Pd:34]([P:35]([c:36]2[cH:37][cH:38][cH:39][cH:40][cH:41]2)([c:42]2[cH:43][cH:44][cH:45][cH:46][cH:47]2)[c:48]2[cH:49][cH:50][cH:51][cH:52][cH:53]2)([P:54]([c:55]2[cH:56][cH:57][cH:58][cH:59][cH:60]2)([c:61]2[cH:62][cH:63][cH:64][cH:65][cH:66]2)[c:67]2[cH:68][cH:69][cH:70][cH:71][cH:72]2)[P:73]([c:74]2[cH:75][cH:76][cH:77][cH:78][cH:79]2)([c:80]2[cH:81][cH:82][cH:83][cH:84][cH:85]2)[c:86]2[cH:87][cH:88][cH:89][cH:90][cH:91]2)([c:92]2[cH:93][cH:94][cH:95][cH:96][cH:97]2)[c:98]2[cH:99][cH:100][cH:101][cH:102][cH:103]2)[cH:104][cH:105]1>>[Br:1][c:2]1[cH:3][n:4][c:5]([CH:9]=[CH2:10])[n:6][cH:7]1. Yields the product C=Cc1ncc(Br)cn1. The reactants are Brc1cnc(I)nc1, C1CCOC1, C=C[Sn](CCCC)(CCCC)CCCC, c1ccc(P(c2ccccc2)(c2ccccc2)[Pd](P(c2ccccc2)(c2ccccc2)c2ccccc2)(P(c2ccccc2)(c2ccccc2)c2ccccc2)P(c2ccccc2)(c2ccccc2)c2ccccc2)cc1. Reactants: C(C)OC(=O)N1[C@@H](C[C@@H](C2=NC(=CC=C12)OS(=O)(=O)C(F)(F)F)NC(C1=CC(=CC(=C1)C(F)(F)F)C(F)(F)F)C1=NC=C(C=N1)N1CCN(CC1)C(C)=O)CC ((2R,4S)-4-{[5-(4-Acetylpiperazin-1-yl)pyrimidin-2-yl]-[3,5-bis-(trifluoromethyl)benzyl]}amino-2-ethyl-6-trifluoromethanesulfonyloxy-3,4-dihydro-2H-[1,5]naphthyridine-1-carboxylic acid ethyl ester), CN(C=O)C (N,N-dimethylformamide), O (water), C(C)(=O)OCC (ethyl acetate). The reagents and catalysts are C=1C=CC(=CC1)[P](C=2C=CC=CC2)(C=3C=CC=CC3)[Pd]([P](C=4C=CC=CC4)(C=5C=CC=CC5)C=6C=CC=CC6)([P](C=7C=CC=CC7)(C=8C=CC=CC8)C=9C=CC=CC9)[P](C=1C=CC=CC1)(C=1C=CC=CC1)C=1C=CC=CC1 (tetrakis(triphenylphosphine)palladium), [C-]#N.[Zn+2].[C-]#N (zinc cyanide). Reaction conditions: temperature 100 celsius, time 6 hour. Product: C(C)OC(=O)N1[C@@H](C[C@@H](C2=NC(=CC=C12)C#N)NC(C1=CC(=CC(=C1)C(F)(F)F)C(F)(F)F)C1=NC=C(C=N1)N1CCN(CC1)C(C)=O)CC ((2R,4S)-4-{[5-(4-acetylpiperazin-1-yl)pyrimidin-2-yl]-[3,5-bis(trifluoromethyl)benzyl]}amino-6-cyano-2-ethyl-3,4-dihydro-2H-[1,5]naphthyridine-1-carboxylic acid ethyl ester). RXN SMILES: [CH2:1]([O:3][C:4]([N:6]1[C:15]2[C:10](=[N:11][C:12](OS(C(F)(F)F)(=O)=O)=[CH:13][CH:14]=2)[C@@H:9]([NH:24][CH:25]([C:40]2[N:45]=[CH:44][C:43]([N:46]3[CH2:51][CH2:50][N:49]([C:52](=[O:54])[CH3:53])[CH2:48][CH2:47]3)=[CH:42][N:41]=2)[C:26]2[CH:31]=[C:30]([C:32]([F:35])([F:34])[F:33])[CH:29]=[C:28]([C:36]([F:39])([F:38])[F:37])[CH:27]=2)[CH2:8][C@H:7]1[CH2:55][CH3:56])=[O:5])[CH3:2].O.C(OCC)(=O)C.[CH3:64][N:65](C)C=O>C1C=CC([P]([Pd]([P](C2C=CC=CC=2)(C2C=CC=CC=2)C2C=CC=CC=2)([P](C2C=CC=CC=2)(C2C=CC=CC=2)C2C=CC=CC=2)[P](C2C=CC=CC=2)(C2C=CC=CC=2)C2C=CC=CC=2)(C2C=CC=CC=2)C2C=CC=CC=2)=CC=1.[C-]#N.[Zn+2].[C-]#N>[CH2:1]([O:3][C:4]([N:6]1[C:15]2[C:10](=[N:11][C:12]([C:64]#[N:65])=[CH:13][CH:14]=2)[C@@H:9]([NH:24][CH:25]([C:40]2[N:45]=[CH:44][C:43]([N:46]3[CH2:47][CH2:48][N:49]([C:52](=[O:54])[CH3:53])[CH2:50][CH2:51]3)=[CH:42][N:41]=2)[C:26]2[CH:27]=[C:28]([C:36]([F:39])([F:38])[F:37])[CH:29]=[C:30]([C:32]([F:33])([F:34])[F:35])[CH:31]=2)[CH2:8][C@H:7]1[CH2:55][CH3:56])=[O:5])[CH3:2] |f:5.6.7,^1:72,74,93,112|. Reported procedure: (2R,4S)-4-{[5-(4-Acetylpiperazin-1-yl)pyrimidin-2-yl]-[3,5-bis-(trifluoromethyl)benzyl]}amino-2-ethyl-6-trifluoromethanesulfonyloxy-3,4-dihydro-2H-[1,5]naphthyridine-1-carboxylic acid ethyl ester (200 mg), a catalytic amount of tetrakis(triphenylphosphine)palladium, zinc cyanide (37 mg) are dissolved in N,N-dimethylformamide (2 ml), and the mixture is stirred at 100° C. for 6 hours under nitrogen flow. The reaction solution is cooled to room temperature, and thereto are added water and ethyl ace... Starting materials: C(C)(C)NC(C)C.[Li] (lithium diisopropylamine), BrC1=CC(=C(C=C1)CN(S(=O)(=O)CC1=CC=CC=C1)CC(F)(F)F)F (N-[(4-bromo-2-fluoro-phenyl)methyl]-1-phenyl-N-(2,2,2-trifluoroethyl)methanesulfonamide), IC (Iodomethane). Reported procedure: To a solution of lithium diisopropylamine (2.0 M in THF/heptane/ethylbenzene) (1.2 mL, 2.5 mmol) at −78° C. was slowly added a solution of N-[(4-bromo-2-fluoro-phenyl)methyl]-1-phenyl-N-(2,2,2-trifluoroethyl)methanesulfonamide (1 g, 2.3 mmol) in tetrahydrofuran (11 mL) and the reaction was stirred at −78° C. for 1 hour. Iodomethane (0.16 mL, 2.5 mmol) was then added and the reaction was warmed to ambient temperature and stirred for 2 hours. The reaction was quenched with saturated aqueous NH4Cl ... Reaction conditions: temperature -78 celsius, time 1 hour. The yield is 58.8%. As a reaction SMILES: [CH:1](NC(C)C)(C)C.[Li].[Br:9][C:10]1[CH:15]=[CH:14][C:13]([CH2:16][N:17]([CH2:28][C:29]([F:32])([F:31])[F:30])[S:18]([CH2:21][C:22]2[CH:27]=[CH:26][CH:25]=[CH:24][CH:23]=2)(=[O:20])=[O:19])=[C:12]([F:33])[CH:11]=1.IC>O1CCCC1>[Br:9][C:10]1[CH:15]=[CH:14][C:13]([CH2:16][N:17]([CH2:28][C:29]([F:30])([F:31])[F:32])[S:18]([CH:21]([C:22]2[CH:27]=[CH:26][CH:25]=[CH:24][CH:23]=2)[CH3:1])(=[O:20])=[O:19])=[C:12]([F:33])[CH:11]=1 |f:0.1,^1:7|. Yields the product BrC1=CC(=C(C=C1)CN(S(=O)(=O)C(C)C1=CC=CC=C1)CC(F)(F)F)F (N-[(4-bromo-2-fluoro-phenyl)methyl]-1-phenyl-N-(2,2,2-trifluoroethyl)ethanesulfonamide). Run in O1CCCC1 (tetrahydrofuran). Starting materials: [Li]CCCC, C1CCOC1, COc1ccccc1N1CCN(CCc2ccccn2)CC1, COc1ccccc1C=O, CC(C)O, O. Product: COc1ccccc1C(O)c1cccnc1CCN1CCN(c2ccccc2OC)CC1. Reaction SMILES: [CH2:1]([Li:2])[CH2:3][CH2:4][CH3:5].[CH2:39]1[O:40][CH2:41][CH2:42][CH2:43]1.[CH3:6][O:7][c:8]1[c:9]([N:14]2[CH2:15][CH2:16][N:17]([CH2:20][CH2:21][c:22]3[n:23][cH:24][cH:25][cH:26][cH:27]3)[CH2:18][CH2:19]2)[cH:10][cH:11][cH:12][cH:13]1.[CH:28]([c:29]1[c:30]([O:35][CH3:36])[cH:31][cH:32][cH:33][cH:34]1)=[O:37].[CH:44]([OH:45])([CH3:46])[CH3:47].[OH2:38]>>[CH3:6][O:7][c:8]1[c:9]([N:14]2[CH2:15][CH2:16][N:17]([CH2:20][CH2:21][c:22]3[n:23][cH:24][cH:25][cH:26][c:27]3[CH:28]([c:29]3[c:30]([O:35][CH3:36])[cH:31][cH:32][cH:33][cH:34]3)[OH:37])[CH2:18][CH2:19]2)[cH:10][cH:11][cH:12][cH:13]1. Starting materials: CO, COC(=O)c1cccc(C)c1-c1ccc(C(F)(F)F)cc1, [Na+], [OH-], O. The product is Cc1cccc(C(=O)O)c1-c1ccc(C(F)(F)F)cc1. As a reaction SMILES: [CH3:24][OH:25].[CH3:3][c:4]1[cH:5][cH:6][cH:7][c:8]([C:20](=[O:21])[O:22][CH3:23])[c:9]1-[c:10]1[cH:11][cH:12][c:13]([C:16]([F:17])([F:18])[F:19])[cH:14][cH:15]1.[Na+:2].[OH-:1].[OH2:26]>>[CH3:3][c:4]1[cH:5][cH:6][cH:7][c:8]([C:20](=[O:21])[OH:22])[c:9]1-[c:10]1[cH:11][cH:12][c:13]([C:16]([F:17])([F:18])[F:19])[cH:14][cH:15]1. Reactants: CC(C)(C)[Si](C)(C)Cl, CN(C)C=O, COC(=O)c1ccc(=O)n(C(C)(C)CO)c1, c1c[nH]cn1. Yields the product COC(=O)c1ccc(=O)n(C(C)(C)CO[Si](C)(C)C(C)(C)C)c1. As a reaction SMILES: [Cl:22][Si:23]([CH3:24])([CH3:25])[C:26]([CH3:27])([CH3:28])[CH3:29].[O:30]=[CH:31][N:32]([CH3:33])[CH3:34].[OH:1][CH2:2][C:3]([CH3:4])([CH3:5])[n:6]1[cH:7][c:8]([C:13](=[O:14])[O:15][CH3:16])[cH:9][cH:10][c:11]1=[O:12].[nH:17]1[cH:18][cH:19][n:20][cH:21]1>>[O:1]([CH2:2][C:3]([CH3:4])([CH3:5])[n:6]1[cH:7][c:8]([C:13](=[O:14])[O:15][CH3:16])[cH:9][cH:10][c:11]1=[O:12])[Si:23]([CH3:24])([CH3:25])[C:26]([CH3:27])([CH3:28])[CH3:29].